describe an organic reaction: reactants, conditions, products, and yield From a dataset of the Open Reaction Database (ORD), a public repository of structured organic reaction records. Reactants: O (water), CC1=C(NC(O1)=O)C1=CC=CC=C1 (5-methyl-4-phenyl-1,3-oxazol-2(3H)-one), P(=O)(Cl)(Cl)Cl (phosphorus oxychloride), N1=CC=CC=C1 (pyridine). Run in C(C)#N (acetonitrile). Run at temperature 120 celsius, time 2 hour. The product is ClC=1OC(=C(N1)C1=CC=CC=C1)C (2-chloro-5-methyl-4-phenyl-1,3-oxazole). Yield: 49.1%. As a reaction SMILES: [CH3:1][C:2]1[O:6][C:5](=O)[NH:4][C:3]=1[C:8]1[CH:13]=[CH:12][CH:11]=[CH:10][CH:9]=1.P(Cl)(Cl)([Cl:16])=O.N1C=CC=CC=1.O>C(#N)C>[Cl:16][C:5]1[O:6][C:2]([CH3:1])=[C:3]([C:8]2[CH:13]=[CH:12][CH:11]=[CH:10][CH:9]=2)[N:4]=1. Procedure details: To a suspension of 5-methyl-4-phenyl-1,3-oxazol-2(3H)-one (430 mg, 2.45 mmol) in phosphorus oxychloride (2.36 g, 14.7 mmol) was added pyridine (194 mg, 2.45 mmol) and the mixture was stirred at 120° C. for 2 hr. The reaction mixture was diluted with acetonitrile and added dropwise to water (about 30° C.). The organic materials were extracted with ethyl acetate, washed with saturated brine, dried over anhydrous magnesium sulfate, and concentrated under reduced pressure. The residue was purified b... Run in CCOC(=O)C (EtOAc). The product is FC1=CC2=C(NC(CO2)=O)C=C1[N+](=O)[O-] (7-fluoro-6-nitro-2H-1,4-benzoxazin-3(4H)-one). Reaction SMILES: [F:1][C:2]1[CH:12]=[CH:11][C:5]2[NH:6][C:7](=[O:10])[CH2:8][O:9][C:4]=2[CH:3]=1.OS(O)(=O)=O.[N+:18]([O-])([OH:20])=[O:19]>CCOC(C)=O>[F:1][C:2]1[C:12]([N+:18]([O-:20])=[O:19])=[CH:11][C:5]2[NH:6][C:7](=[O:10])[CH2:8][O:9][C:4]=2[CH:3]=1. Procedure details: To a stirred solution of the compound of Step B, Example 3, (48.9 gm, 292.8 mmol) and concentrated H2SO4 (100 mL), under N2, was added a 26 mL mixture of HNO3 (69-71%) and concentrated H2SO4 dropwise at 25°-35° C. (ice-bath). The resultant solution was stirred at room temperature for 10 minutes. 400 mL of ice water was added portionwise to the solution at 0° C. (ice-bath) followed by the addition of EtOAc (1.5 L). The organic layer was separated, dried (MgSO4) and evaporated to dryness to give t... The reactants are FC1=CC2=C(NC(CO2)=O)C=C1 (7-fluoro-2H-1,4-benzoxazin-3(4H)-one), OS(=O)(=O)O (H2SO4), mixture, [N+](=O)(O)[O-] (HNO3), OS(=O)(=O)O (H2SO4), ice water, resultant solution.